Dataset: the Open Reaction Database (ORD), a public repository of structured organic reaction records. Task: describe an organic reaction: reactants, conditions, products, and yield The reactants are CC(C)(C)[Si](C)(C)O[Si](C)(C)C(C)(C)C, ClCCl, C=C(CCO)c1ccc(Cl)c(Cl)c1, [Na+], O=C([O-])O, O=C(OO)c1cccc(Cl)c1. Yields the product CC(C)(C)[Si](C)(C)O[Si](C)(C)C(C)(C)C, OCCC1(c2ccc(Cl)c(Cl)c2)CO1. RXN SMILES: [C:1]([CH3:2])([CH3:3])([CH3:4])[Si:5]([CH3:6])([CH3:7])[O:8][Si:9]([C:10]([CH3:11])([CH3:12])[CH3:13])([CH3:14])[CH3:15].[CH2:45]([Cl:46])[Cl:47].[Cl:16][c:17]1[cH:18][c:19]([C:24]([CH2:25][CH2:26][OH:27])=[CH2:28])[cH:20][cH:21][c:22]1[Cl:23].[Na+:29].[OH:30][C:31](=[O:32])[O-:33].[OH:34][O:35][C:36]([c:37]1[cH:38][c:39]([Cl:40])[cH:41][cH:42][cH:43]1)=[O:44]>>[C:1]([CH3:2])([CH3:3])([CH3:4])[Si:5]([CH3:6])([CH3:7])[O:8][Si:9]([C:10]([CH3:11])([CH3:12])[CH3:13])([CH3:14])[CH3:15].[Cl:16][c:17]1[cH:18][c:19]([C:24]2([CH2:25][CH2:26][OH:27])[CH2:28][O:30]2)[cH:20][cH:21][c:22]1[Cl:23]. The reactants are [I-].[C-]1(C=CC=C1)C[N+](C)(C)C.[CH-]1C=CC=C1.[Fe+2] (ferrocenylmethyltrimethylammonium iodide), [C-]#N.[K+] (KCN). Solvent: O (water). Product: [C-]1(C=CC=C1)CC#N.[CH-]1C=CC=C1.[Fe+2] (ferrocenylacetonitrile). Reaction SMILES: [I-].[C-:2]1([CH2:7][N+](C)(C)C)[CH:6]=[CH:5][CH:4]=[CH:3]1.[CH-:12]1[CH:16]=[CH:15][CH:14]=[CH:13]1.[Fe+2:17].[C-:18]#[N:19].[K+]>O>[C-:2]1([CH2:7][C:18]#[N:19])[CH:3]=[CH:4][CH:5]=[CH:6]1.[CH-:12]1[CH:16]=[CH:15][CH:14]=[CH:13]1.[Fe+2:17] |f:0.1.2.3,4.5,7.8.9|. Procedure details: 8.00 g (20.8 mmol) of ferrocenylmethyltrimethylammonium iodide (Strem) and 8 g of KCN (123 mmol) are dissolved in 80 ml of water. The mixture is placed in a round-bottomed flask surmounted by a reflux condenser. The mixture is heated at reflux for 2 hours and is then allowed to cool to room temperature. The product is extracted with 3 times 40 ml of ethyl ether. The organic phase is washed first with 2 times 30 ml of water and then dried over magnesium sulfate. After filtration and evaporation, ... The reactants are O(C1=CC=CC=C1)C1=CC=C(C(=O)CCC(=O)OCCCCC)C=C1 (pentyl 3-(4-phenoxybenzoyl)propionate), O(C1=CC=CC=C1)C1=CC=C(C(=O)CCC(=O)OC(C)C)C=C1 (isopropyl 3-(4-phenoxybenzoyl)propionate). Yields the product O(C1=CC=CC=C1)C1=CC=C(C(=O)C=CC(=O)OCCCCC)C=C1 (pentyl 3-(4-phenoxybenzoyl)acrylate). Yield: 94.5%. As a reaction SMILES: [O:1]([C:8]1[CH:25]=[CH:24][C:11]([C:12]([CH2:14][CH2:15][C:16]([O:18][CH2:19][CH2:20][CH2:21][CH2:22][CH3:23])=[O:17])=[O:13])=[CH:10][CH:9]=1)[C:2]1[CH:7]=[CH:6][CH:5]=[CH:4][CH:3]=1.O(C1C=CC(C(CCC(OC(C)C)=O)=O)=CC=1)C1C=CC=CC=1>>[O:1]([C:8]1[CH:25]=[CH:24][C:11]([C:12]([CH:14]=[CH:15][C:16]([O:18][CH2:19][CH2:20][CH2:21][CH2:22][CH3:23])=[O:17])=[O:13])=[CH:10][CH:9]=1)[C:2]1[CH:3]=[CH:4][CH:5]=[CH:6][CH:7]=1. Procedure: The procedure in Example 14(1) was followed, except that 6.80 g of pentyl 3-(4-phenoxybenzoyl)propionate were used in place of isopropyl 3-(4-phenoxybenzoyl)propionate, to give 6.39 g of pentyl 3-(4-phenoxybenzoyl)acrylate in the form of an oil. Starting materials: C(C)(=O)C1=C(C(=C(OCCCCCC(=O)O)C=C1)CCC)O (6-(4-Acetyl-3-hydroxy-2-propylphenoxy)hexanoic acid), N1=CC=C(C=C1)SCCN (2-(4-pyridinylthio)ethyl amine). Yields the product C(C)(=O)C1=C(C(=C(OCCCCCC(=O)NCCSC2=CC=NC=C2)C=C1)CCC)O (6-(4-acetyl-3-hydroxy-2-propylphenoxy)-N-[2-(4-pyridinylthio)ethyl]hexanamide). As a reaction SMILES: [C:1]([C:4]1[CH:18]=[CH:17][C:7]([O:8][CH2:9][CH2:10][CH2:11][CH2:12][CH2:13][C:14]([OH:16])=O)=[C:6]([CH2:19][CH2:20][CH3:21])[C:5]=1[OH:22])(=[O:3])[CH3:2].[N:23]1[CH:28]=[CH:27][C:26]([S:29][CH2:30][CH2:31][NH2:32])=[CH:25][CH:24]=1>>[C:1]([C:4]1[CH:18]=[CH:17][C:7]([O:8][CH2:9][CH2:10][CH2:11][CH2:12][CH2:13][C:14]([NH:32][CH2:31][CH2:30][S:29][C:26]2[CH:27]=[CH:28][N:23]=[CH:24][CH:25]=2)=[O:16])=[C:6]([CH2:19][CH2:20][CH3:21])[C:5]=1[OH:22])(=[O:3])[CH3:2]. Procedure: 6-(4-Acetyl-3-hydroxy-2-propylphenoxy)hexanoic acid was allowed to react with 2-(4-pyridinylthio)ethyl amine according to procedure A and the product was purified by crystallization from ethyl acetate-hexane to give 6-(4-acetyl-3-hydroxy-2-propylphenoxy)-N-[2-(4-pyridinylthio)ethyl]hexanamide, the title compound, mp 63°-65°, in 52% yield. Reaction conditions: temperature 70 celsius. Procedure details: Ethylene glycol (26.25 g, 0.42 mol) and KOH (19.45 g, 0.35 mol) were added to a round-bottom flask equipped with a magnetic stirrer and a reflux condenser. When all KOH had dissolved the 3-bromomethyl-3-methyloxetane (4) (46.30 g, 0.28 mol) was added. The system was heated to 70° C. for 3 hours. The reaction material was then distilled under vacuum (10 Torr) and collected as a single fraction. The distilled material was then extracted with diethyl ether and water. The water fraction was then ext... RXN SMILES: [CH2:1]([OH:4])[CH2:2][OH:3].[OH-].[K+].Br[CH2:8][C:9]1([CH3:13])[CH2:12][O:11][CH2:10]1>>[CH3:8][C:9]1([CH2:13][O:3][CH2:2][CH2:1][OH:4])[CH2:12][O:11][CH2:10]1 |f:1.2|. Product: CC1(COC1)COCCO (2-((3-methyloxetan-3-yl)methoxy)ethanol). Isolated yield 29.3%. Reactants: C(CO)O (Ethylene glycol), [OH-].[K+] (KOH), [OH-].[K+] (KOH), BrCC1(COC1)C (3-bromomethyl-3-methyloxetane). The reactants are C1CCOC1, CN(C)CCCl, Cc1ccccc1, [H-], O=C1COc2ccc([N+](=O)[O-])cc2N1, [Na+], O. Yields the product CN(C)CCN1C(=O)COc2ccc([N+](=O)[O-])cc21. Reaction SMILES: [CH2:24]1[O:25][CH2:26][CH2:27][CH2:28]1.[CH3:17][N:18]([CH2:19][CH2:20][Cl:21])[CH3:22].[CH3:29][c:30]1[cH:31][cH:32][cH:33][cH:34][cH:35]1.[H-:16].[N+:1](=[O:2])([O-:3])[c:4]1[cH:5][cH:6][c:7]2[c:8]([cH:14]1)[NH:9][C:10](=[O:13])[CH2:11][O:12]2.[Na+:15].[OH2:23]>>[N+:1](=[O:2])([O-:3])[c:4]1[cH:5][cH:6][c:7]2[c:8]([cH:14]1)[N:9]([CH2:20][CH2:19][N:18]([CH3:17])[CH3:22])[C:10](=[O:13])[CH2:11][O:12]2.